This data is from the Open Reaction Database (ORD), a public repository of structured organic reaction records. The task is: describe an organic reaction: reactants, conditions, products, and yield Starting materials: ClC1=NC=C(C(=N1)C(=O)C1=CC(=CC=C1)C(F)(F)F)C ((2-chloro-5-methyl-4-pyrimidinyl)[3-(trifluoromethyl)phenyl]methanone), FC(C1=NNC=C1)(F)F (3-trifluoromethylpyrazole), C([O-])([O-])=O.[K+].[K+] (potassium carbonate). Solvent: C(C)#N (acetonitrile). The product is CC=1C(=NC(=NC1)N1N=C(C=C1)C(F)(F)F)C(=O)C1=CC(=CC=C1)C(F)(F)F ([5-methyl-2-[3-(trifluoromethyl)-1H-pyrazol-1-yl]-4-pyrimidinyl][3-(trifluoromethyl)phenyl]methanone). The yield is 16.3%. Reaction SMILES: Cl[C:2]1[N:7]=[C:6]([C:8]([C:10]2[CH:15]=[CH:14][CH:13]=[C:12]([C:16]([F:19])([F:18])[F:17])[CH:11]=2)=[O:9])[C:5]([CH3:20])=[CH:4][N:3]=1.[F:21][C:22]([F:29])([F:28])[C:23]1[CH:27]=[CH:26][NH:25][N:24]=1.C(=O)([O-])[O-].[K+].[K+]>C(#N)C>[CH3:20][C:5]1[C:6]([C:8]([C:10]2[CH:15]=[CH:14][CH:13]=[C:12]([C:16]([F:19])([F:18])[F:17])[CH:11]=2)=[O:9])=[N:7][C:2]([N:25]2[CH:26]=[CH:27][C:23]([C:22]([F:29])([F:28])[F:21])=[N:24]2)=[N:3][CH:4]=1 |f:2.3.4|. Reported procedure: The title compound of Step A (0.6 g, 2 mmol), 3-trifluoromethylpyrazole (0.25 g), and potassium carbonate (0.8 g, 6 mmol) were suspended in acetonitrile (15 mL) and heated at reflux for 3 h. The cooled reaction mixture was filtered and the cake washed with acetonitrile. After evaporation of the solvent under reduced pressure, the residue was subjected to silica gel chromatography using hexanes/ethyl acetate (85:15) to give 0.12 g of the title compound of Step B, a compound of the invention, as a... The reactants are C(\C=C\C(=O)O)(=O)O (fumaric acid), CC(C)(C)C1=C(C(=CC(=C1)CN1CCN(CC1)CCN1CCN(CC1)C1=NC(=NC(=C1)N1CCCC1)N1CCCC1)C(C)(C)C)O (2,6-Bis(1,1-dimethylethyl)-4[[4-[2-[4-(2,6-bis(1-pyrrolidinyl)-4-pyrimidinyl)-1-piperazinyl]ethyl]-1-piperazinyl]methyl]phenol). Solvent: CO (methanol). Product: fumarate salt, C(\C=C\C(=O)O)(=O)O.CC(C)(C)C1=C(C(=CC(=C1)CN1CCN(CC1)CCN1CCN(CC1)C1=NC(=NC(=C1)N1CCCC1)N1CCCC1)C(C)(C)C)O (2,6-Bis(1,1-dimethylethyl)-4[[4-[2-[4-(2,6-bis(1-pyrrolidinyl)-4-pyrimidinyl)-1-piperazinyl]ethyl]-1-piperazinyl]methyl]phenol fumerate). RXN SMILES: [C:1]([OH:8])(=[O:7])/[CH:2]=[CH:3]/[C:4]([OH:6])=[O:5].[CH3:9][C:10]([C:13]1[CH:18]=[C:17]([CH2:19][N:20]2[CH2:25][CH2:24][N:23]([CH2:26][CH2:27][N:28]3[CH2:33][CH2:32][N:31]([C:34]4[CH:39]=[C:38]([N:40]5[CH2:44][CH2:43][CH2:42][CH2:41]5)[N:37]=[C:36]([N:45]5[CH2:49][CH2:48][CH2:47][CH2:46]5)[N:35]=4)[CH2:30][CH2:29]3)[CH2:22][CH2:21]2)[CH:16]=[C:15]([C:50]([CH3:53])([CH3:52])[CH3:51])[C:14]=1[OH:54])([CH3:12])[CH3:11]>CO>[C:1]([OH:8])(=[O:7])/[CH:2]=[CH:3]/[C:4]([OH:6])=[O:5].[CH3:53][C:50]([C:15]1[CH:16]=[C:17]([CH2:19][N:20]2[CH2:25][CH2:24][N:23]([CH2:26][CH2:27][N:28]3[CH2:33][CH2:32][N:31]([C:34]4[CH:39]=[C:38]([N:40]5[CH2:44][CH2:43][CH2:42][CH2:41]5)[N:37]=[C:36]([N:45]5[CH2:46][CH2:47][CH2:48][CH2:49]5)[N:35]=4)[CH2:30][CH2:29]3)[CH2:22][CH2:21]2)[CH:18]=[C:13]([C:10]([CH3:12])([CH3:11])[CH3:9])[C:14]=1[OH:54])([CH3:51])[CH3:52] |f:3.4|. Reported procedure: The fumarate salt is prepared by addition of fumaric acid (84 mg) to 2,6-bis(1,1-dimethylethyl)-4[[4-[2-[4-(2,6-bis(1-pyrrolidinyl)-4-pyrimidinyl)-1-piperazinyl]ethyl]-1-piperazinyl]methyl]phenol (EXAMPLE 24) in methanol to obtain the title compound. Reactants: COCCOCCO (diethylene glycol monomethyl ether), C(C1=CC=CC=C1)OC1=C2CCCC(C2=CC=C1)C(=O)N(CC=1C=NNC1)C=1C=NC(=CC1)C(C)C (5-benzyloxy-N-(6-isopropylpyridin-3-yl)-N-[(pyrazol-4-yl)methyl]-1,2,3,4-tetrahydronaphthalene-1-carboxamide). The product is C(C1=CC=CC=C1)OC1=C2CCCC(C2=CC=C1)C(=O)N(CC=1C=NN(C1)CCOCCOC)C=1C=NC(=CC1)C(C)C (5-benzyloxy-N-(6-isopropylpyridin-3-yl)-N-({1-[2-(2-methoxyethoxy)ethyl]pyrazol-4-yl}methyl)-1,2,3,4-tetrahydronaphthalene-1-carboxamide). RXN SMILES: [CH3:1][O:2][CH2:3][CH2:4][O:5][CH2:6][CH2:7]O.[CH2:9]([O:16][C:17]1[CH:26]=[CH:25][CH:24]=[C:23]2[C:18]=1[CH2:19][CH2:20][CH2:21][CH:22]2[C:27]([N:29]([C:36]1[CH:37]=[N:38][C:39]([CH:42]([CH3:44])[CH3:43])=[CH:40][CH:41]=1)[CH2:30][C:31]1[CH:32]=[N:33][NH:34][CH:35]=1)=[O:28])[C:10]1[CH:15]=[CH:14][CH:13]=[CH:12][CH:11]=1>>[CH2:9]([O:16][C:17]1[CH:26]=[CH:25][CH:24]=[C:23]2[C:18]=1[CH2:19][CH2:20][CH2:21][CH:22]2[C:27]([N:29]([C:36]1[CH:37]=[N:38][C:39]([CH:42]([CH3:44])[CH3:43])=[CH:40][CH:41]=1)[CH2:30][C:31]1[CH:32]=[N:33][N:34]([CH2:7][CH2:6][O:5][CH2:4][CH2:3][O:2][CH3:1])[CH:35]=1)=[O:28])[C:10]1[CH:15]=[CH:14][CH:13]=[CH:12][CH:11]=1. Procedure details: By the reaction and treatment in the same manner as in Example 394 using diethylene glycol monomethyl ether (1 mL) and 5-benzyloxy-N-(6-isopropylpyridin-3-yl)-N-[(pyrazol-4-yl)methyl]-1,2,3,4-tetrahydronaphthalene-1-carboxamide (1.0 g) as starting materials, 5-benzyloxy-N-(6-isopropylpyridin-3-yl)-N-({1-[2-(2-methoxyethoxy)ethyl]pyrazol-4-yl}methyl)-1,2,3,4-tetrahydronaphthalene-1-carboxamide (0.76 g) was obtained. Starting materials: CN(C)C=O, [Cl-], ClCc1ccco1, [H-], [NH4+], [Na+], C1CCOC1, CCOC(=O)N1CCC(Nc2nc3ccccc3[nH]2)CC1. Product: CCOC(=O)N1CCC(Nc2nc3ccccc3n2Cc2ccco2)CC1. Reaction SMILES: [CH3:33][N:34]([CH3:35])[CH:36]=[O:37].[Cl-:31].[Cl:24][CH2:25][c:26]1[o:27][cH:28][cH:29][cH:30]1.[H-:22].[NH4+:32].[Na+:23].[O:38]1[CH2:39][CH2:40][CH2:41][CH2:42]1.[nH:1]1[c:2]([NH:10][CH:11]2[CH2:12][CH2:13][N:14]([C:17](=[O:18])[O:19][CH2:20][CH3:21])[CH2:15][CH2:16]2)[n:3][c:4]2[c:5]1[cH:6][cH:7][cH:8][cH:9]2>>[n:1]1([CH2:25][c:26]2[o:27][cH:28][cH:29][cH:30]2)[c:2]([NH:10][CH:11]2[CH2:12][CH2:13][N:14]([C:17](=[O:18])[O:19][CH2:20][CH3:21])[CH2:15][CH2:16]2)[n:3][c:4]2[c:5]1[cH:6][cH:7][cH:8][cH:9]2. The reactants are [Si](C)(C)(C(C)(C)C)OCC1(CC=2N(CCS1)C(=NN2)C2(CC2)C2=CC=C(C=C2)B2OC(C(O2)(C)C)(C)C)C (8-({[Tert-butyl(dimethyl)silyl]oxy}methyl)-8-methyl-3-{1-[4-(4,4,5,5-tetramethyl-1,3,2-dioxaborolan-2-yl)phenyl]cyclopropyl}-5,6,8,9-tetrahydro[1,2,4]triazolo[4,3-d][1,4]thiazepine), BrC1=CC=C(C=N1)C (6-bromo-3-picoline), C([O-])([O-])=O.[K+].[K+] (potassium carbonate). The reagents and catalysts are C=1C=CC(=CC1)[P](C=2C=CC=CC2)(C=3C=CC=CC3)[Pd]([P](C=4C=CC=CC4)(C=5C=CC=CC5)C=6C=CC=CC6)([P](C=7C=CC=CC7)(C=8C=CC=CC8)C=9C=CC=CC9)[P](C=1C=CC=CC1)(C=1C=CC=CC1)C=1C=CC=CC1 (tetrakis(triphenylphosphine)palladium(0)). Solvent: C(OC)COC (dimethoxyethane), O (water). Product: [Si](C)(C)(C(C)(C)C)OCC1(CC=2N(CCS1)C(=NN2)C2(CC2)C2=CC=C(C=C2)C2=NC=C(C=C2)C)C (8-({[Tert-butyl(dimethyl)silyl]oxy}methyl)-8-methyl-3-{1-[4-(5-methylpyridin-2-yl)phenyl]cyclopropyl}-5,6,8,9-tetrahydro[1,2,4]triazolo[4,3-d][1,4]thiazepine). Isolated yield 20.5%. Reaction SMILES: [Si:1]([O:8][CH2:9][C:10]1([CH3:38])[S:16][CH2:15][CH2:14][N:13]2[C:17]([C:20]3([C:23]4[CH:28]=[CH:27][C:26](B5OC(C)(C)C(C)(C)O5)=[CH:25][CH:24]=4)[CH2:22][CH2:21]3)=[N:18][N:19]=[C:12]2[CH2:11]1)([C:4]([CH3:7])([CH3:6])[CH3:5])([CH3:3])[CH3:2].Br[C:40]1[N:45]=[CH:44][C:43]([CH3:46])=[CH:42][CH:41]=1.C(=O)([O-])[O-].[K+].[K+]>C(COC)OC.O.C1C=CC([P]([Pd]([P](C2C=CC=CC=2)(C2C=CC=CC=2)C2C=CC=CC=2)([P](C2C=CC=CC=2)(C2C=CC=CC=2)C2C=CC=CC=2)[P](C2C=CC=CC=2)(C2C=CC=CC=2)C2C=CC=CC=2)(C2C=CC=CC=2)C2C=CC=CC=2)=CC=1>[Si:1]([O:8][CH2:9][C:10]1([CH3:38])[S:16][CH2:15][CH2:14][N:13]2[C:17]([C:20]3([C:23]4[CH:24]=[CH:25][C:26]([C:40]5[CH:41]=[CH:42][C:43]([CH3:46])=[CH:44][N:45]=5)=[CH:27][CH:28]=4)[CH2:22][CH2:21]3)=[N:18][N:19]=[C:12]2[CH2:11]1)([C:4]([CH3:6])([CH3:5])[CH3:7])([CH3:2])[CH3:3] |f:2.3.4,^1:63,65,84,103|. Procedure details: A solution of the compound (555 mg, 1.0 mmol) obtained in Example 16-5), 6-bromo-3-picoline (344 mg, 2 mmol), tetrakis(triphenylphosphine)palladium(0) (231 mg, 0.2 mmol), and potassium carbonate (276 mg, 2 mmol) in dimethoxyethane (4 mL) and water (1 mL) was stirred at 100° C. for 1 h under microwave irradiation. The reaction mixture was cooled to room temperature and purified by silica gel chromatography (Isco Combiflash, 40 g, methanol:ethyl acetate=0:100 to 20:80, gradient) to obtain the titl... The reactants are [OH-].[NH4+] (ammonium hydroxide), CC(=O)C=1C=CC(=CC1)O (4-hydroxyacetophenone), Cl.NO (hydroxylamine hydrochloride), O (water). Solvent: C(C)O (ethanol). The product is CC(=C1C=CC(=O)C=C1)NO (4-hydroxyacetophenone oxime). Isolated yield 99.9%. RXN SMILES: [CH3:1][C:2]([C:4]1[CH:5]=[CH:6][C:7]([OH:10])=[CH:8][CH:9]=1)=O.Cl.[NH2:12][OH:13].O.[OH-].[NH4+]>C(O)C>[CH3:1][C:2]([NH:12][OH:13])=[C:4]1[CH:5]=[CH:6][C:7](=[O:10])[CH:8]=[CH:9]1 |f:1.2,4.5|. Reported procedure: A solution was prepared by adding 13.6 g (0.1 mol) of 4-hydroxyacetophenone, 7.6 g (0.11 mol) of hydroxylamine hydrochloride, and 10 g of water to 40 mL of ethanol. To the solution was added 5.0 g of 30% ammonium hydroxide which was then heated at reflux for 2 h. The ethanol was removed on a rotary evaporator to yield a yellow oil. An extractive work-up afforded 15.1 g (99%) of 4-hydroxyacetophenone oxime. Starting materials: C1CCOC1, CCO, Cl, [Li+], CCOC(=O)Cn1cc2c3c(cccc31)CC(=O)N2, [OH-], O. Yields the product [Li+], O=C([O-])Cn1cc2c3c(cccc31)CC(=O)N2. As a reaction SMILES: [CH2:23]1[O:24][CH2:25][CH2:26][CH2:27]1.[CH3:28][CH2:29][OH:30].[ClH:22].[Li+:20].[O:1]=[C:2]1[NH:3][c:4]2[c:5]3[c:6]([cH:7][cH:8][cH:9][c:10]3[CH2:11]1)[n:12]([CH2:14][C:15](=[O:16])[O:17][CH2:18][CH3:19])[cH:13]2.[OH-:21].[OH2:31]>>[Li+:20].[O:1]=[C:2]1[NH:3][c:4]2[c:5]3[c:6]([cH:7][cH:8][cH:9][c:10]3[CH2:11]1)[n:12]([CH2:14][C:15](=[O:16])[O-:17])[cH:13]2.